From a dataset of the Open Reaction Database (ORD), a public repository of structured organic reaction records. describe an organic reaction: reactants, conditions, products, and yield Reactants: COC1=C(C(=CC=C1)OC)C1=CC(=NN1C1=C(C=C(C=C1)C(N(CCCN(C)C)C)=O)C(C)C)C(=O)NC1(C2CC3CC(CC1C3)C2)C(=O)O (2-[5-(2,6-dimethoxyphenyl)-1-[4-[N-methyl-N-(3-dimethylaminopropyl)carbamoyl]-2-isopropylphenyl]-3-pyrazolylcarbonylamino]-2-adamantanecarboxylic acid), C(Cl)Cl (DCM), CNC[C@H](O)[C@@H](O)[C@H](O)[C@H](O)CO (N-methyl-D-glucamine). Run in CCO (EtOH). Conditions: time 30 minute. Product: CNC[C@H](O)[C@@H](O)[C@H](O)[C@H](O)CO.COC1=C(C(=CC=C1)OC)C1=CC(=NN1C1=C(C=C(C=C1)C(N(CCCN(C)C)C)=O)C(C)C)C(=O)NC1(C2CC3CC(CC1C3)C2)C(=O)O (2-[5-(2,6-Dimethoxyphenyl)-1-[4-[N-methyl-N-(3-dimethylaminopropyl)carbamoyl]-2-isopropylphenyl]-3-pyrazolylcarbonylamino]-2-adamantanecarboxylic acid N-methyl-D-glucamine salt). The yield is 35.6%. As a reaction SMILES: [CH3:1][O:2][C:3]1[CH:8]=[CH:7][CH:6]=[C:5]([O:9][CH3:10])[C:4]=1[C:11]1[N:15]([C:16]2[CH:21]=[CH:20][C:19]([C:22](=[O:31])[N:23]([CH3:30])[CH2:24][CH2:25][CH2:26][N:27]([CH3:29])[CH3:28])=[CH:18][C:17]=2[CH:32]([CH3:34])[CH3:33])[N:14]=[C:13]([C:35]([NH:37][C:38]2([C:48]([OH:50])=[O:49])[CH:45]3[CH2:46][CH:41]4[CH2:42][CH:43]([CH2:47][CH:39]2[CH2:40]4)[CH2:44]3)=[O:36])[CH:12]=1.C(Cl)Cl.[CH3:54][NH:55][CH2:56][C@@H:57]([C@H:59]([C@@H:61]([C@@H:63]([CH2:65][OH:66])[OH:64])[OH:62])[OH:60])[OH:58]>CCO>[CH3:54][NH:55][CH2:56][C@@H:57]([C@H:59]([C@@H:61]([C@@H:63]([CH2:65][OH:66])[OH:64])[OH:62])[OH:60])[OH:58].[CH3:10][O:9][C:5]1[CH:6]=[CH:7][CH:8]=[C:3]([O:2][CH3:1])[C:4]=1[C:11]1[N:15]([C:16]2[CH:21]=[CH:20][C:19]([C:22](=[O:31])[N:23]([CH3:30])[CH2:24][CH2:25][CH2:26][N:27]([CH3:28])[CH3:29])=[CH:18][C:17]=2[CH:32]([CH3:34])[CH3:33])[N:14]=[C:13]([C:35]([NH:37][C:38]2([C:48]([OH:50])=[O:49])[CH:39]3[CH2:40][CH:41]4[CH2:42][CH:43]([CH2:44][CH:45]2[CH2:46]4)[CH2:47]3)=[O:36])[CH:12]=1 |f:4.5|. Reported procedure: A solution of 0.07 g of the compound obtained in EXAMPLE 1' in 5 ml of EtOH and 1 ml of DCM is heated to reflux, 0.02 g of N-methyl-D-glucamine is added and the mixture is left stirring for 1 hour 30 minutes at RT. It is partially concentrated under vacuum and poured into 15 ml of ether, and the precipitate formed is drained. 0.032 g of the expected product is obtained, m.p.=90° C. (gum).